Dataset: the Open Reaction Database (ORD), a public repository of structured organic reaction records. Task: describe an organic reaction: reactants, conditions, products, and yield The reactants are O[C@@H]([C@@H](OC1=CC=C(C=C1)B(O)O)C)CCC=1C=NC=CC1 ((1S,2R)-4-(2-Hydroxy-1-methyl-4-pyridin-3-ylbutoxy)benzeneboronic acid), BrC1=CC=C(C=C1)NC(=O)N (4-bromophenylurea), C([O-])([O-])=O.[Na+].[Na+] (sodium carbonate). The reagents and catalysts are C=1C=CC(=CC1)[P](C=2C=CC=CC2)(C=3C=CC=CC3)[Pd]([P](C=4C=CC=CC4)(C=5C=CC=CC5)C=6C=CC=CC6)([P](C=7C=CC=CC7)(C=8C=CC=CC8)C=9C=CC=CC9)[P](C=1C=CC=CC1)(C=1C=CC=CC1)C=1C=CC=CC1 (tetrakis(triphenylphosphine)palladium). The solvent is C(C)O (ethanol). Reaction conditions: temperature 100 celsius. The product is O[C@@H]([C@@H](OC1=CC=C(C=C1)C1=CC=C(C=C1)NC(=O)N)C)CCC=1C=NC=CC1 ((1S,2R)-[4′-(2-Hydroxy-1-methyl-4-pyridin-3-yl-butoxy )biphenyl-4-yl]urea). The yield is 23.6%. RXN SMILES: [OH:1][C@H:2]([CH2:15][CH2:16][C:17]1[CH:18]=[N:19][CH:20]=[CH:21][CH:22]=1)[C@H:3]([CH3:14])[O:4][C:5]1[CH:10]=[CH:9][C:8](B(O)O)=[CH:7][CH:6]=1.Br[C:24]1[CH:29]=[CH:28][C:27]([NH:30][C:31]([NH2:33])=[O:32])=[CH:26][CH:25]=1.C(=O)([O-])[O-].[Na+].[Na+]>C(O)C.C1C=CC([P]([Pd]([P](C2C=CC=CC=2)(C2C=CC=CC=2)C2C=CC=CC=2)([P](C2C=CC=CC=2)(C2C=CC=CC=2)C2C=CC=CC=2)[P](C2C=CC=CC=2)(C2C=CC=CC=2)C2C=CC=CC=2)(C2C=CC=CC=2)C2C=CC=CC=2)=CC=1>[OH:1][C@H:2]([CH2:15][CH2:16][C:17]1[CH:18]=[N:19][CH:20]=[CH:21][CH:22]=1)[C@H:3]([CH3:14])[O:4][C:5]1[CH:10]=[CH:9][C:8]([C:24]2[CH:29]=[CH:28][C:27]([NH:30][C:31]([NH2:33])=[O:32])=[CH:26][CH:25]=2)=[CH:7][CH:6]=1 |f:2.3.4,^1:46,48,67,86|. Procedure details: Prepared according to the method described in Example 12b) from (1S,2R)-4-(2-hydroxy-1-methyl-4-pyridin-3-ylbutoxy)benzeneboronic acid (0.15 g, Example 33), 4-bromophenylurea (0.16 g), 2M aqueous sodium carbonate (0.25 ml) and tetrakis(triphenylphosphine)palladium (0) (0.1 g) in ethanol (3 ml). The reaction mixture was heated at 100° C. for 3 hours. After cooling, the solution was concentrated under reduced pressure. The residue was triturated with acetone and then filtered through silica gel. T... Reactants: C(C)OC1(CC1)O[Si](C)(C)C ((1-ethoxycyclopropoxy)trimethylsilane), Cl.CN1N=CC(=C1)C1=CC=2N(C(=N1)C=1C=NN(C1)C1(CNC1)CC#N)C=CN2 (2-(3-(4-(7-(1-Methyl-1H-pyrazol-4-yl)imidazo[1,2-c]pyrimidin-5-yl)-1H-pyrazol-1-yl)azetidin-3-yl)acetonitrile hydrochloride), C(#N)[BH3-].[Na+] (Sodium cyanoborohydride). The solvent is CO.C(C)(=O)O (MeOH acetic acid). Conditions: time 5 minute. Yields the product C1(CC1)N1CC(C1)(N1N=CC(=C1)C1=NC(=CC=2N1C=CN2)C=2C=NN(C2)C)CC#N (2-(1-Cyclopropyl-3-(4-(7-(1-methyl-1H-pyrazol-4-yl)imidazo[1,2-c]pyrimidin-5-yl)-1H-pyrazol-1-yl)azetidin-3-yl)acetonitrile). Isolated yield 81.9%. Reaction SMILES: Cl.[CH3:2][N:3]1[CH:7]=[C:6]([C:8]2[N:13]=[C:12]([C:14]3[CH:15]=[N:16][N:17]([C:19]4([CH2:23][C:24]#[N:25])[CH2:22][NH:21][CH2:20]4)[CH:18]=3)[N:11]3[CH:26]=[CH:27][N:28]=[C:10]3[CH:9]=2)[CH:5]=[N:4]1.C(O[C:32]1(O[Si](C)(C)C)[CH2:34][CH2:33]1)C.C([BH3-])#N.[Na+]>CO.C(O)(=O)C>[CH:32]1([N:21]2[CH2:22][C:19]([CH2:23][C:24]#[N:25])([N:17]3[CH:18]=[C:14]([C:12]4[N:11]5[CH:26]=[CH:27][N:28]=[C:10]5[CH:9]=[C:8]([C:6]5[CH:5]=[N:4][N:3]([CH3:2])[CH:7]=5)[N:13]=4)[CH:15]=[N:16]3)[CH2:20]2)[CH2:34][CH2:33]1 |f:0.1,3.4,5.6|. Procedure: To a fine suspension of 2-(3-(4-(7-(1-methyl-1H-pyrazol-4-yl)imidazo[1,2-c]pyrimidin-5-yl)-1H-pyrazol-1-yl)azetidin-3-yl)acetonitrile hydrochloride (Example 62, 50.2 mg, 0.107 mmol) in 2:1 MeOH/acetic acid (0.60 mL) was added (1-ethoxycyclopropoxy)trimethylsilane (94.2 mg, 0.535 mmol) and the mixture was stirred at ambient temperature for 5 minutes. Sodium cyanoborohydride (42.5 mg, 0.642 mmol) was added in one portion and the mixture was stirred at 50° C. for 3 hours. The mixture was cooled to ... The reactants are C(=O)(O)[O-].[Na+] (NaHCO3), ClC1=CC=C(C=C1)S(=O)(=O)N1C(C=2C(CC1)=NNC2)CO ((5-(4-chlorophenylsulfonyl)-4,5,6,7-tetrahydro-2H-pyrazolo[4,3-c]pyridin-4-yl)methanol), CC(=O)OI1(C=2C=CC=CC2C(=O)O1)(OC(=O)C)OC(=O)C (Dess-Martin periodinane). Run in C(Cl)Cl (CH2Cl2). Run at time 2 hour. Yields the product ClC1=CC=C(C=C1)S(=O)(=O)N1C(C=2C(CC1)=NNC2)C=O (5-(4-chlorophenylsulfonyl)-4,5,6,7-tetrahydro-2H-pyrazolo[4,3-c]pyridine-4-carbaldehyde). Yield: 81.9%. As a reaction SMILES: [Cl:1][C:2]1[CH:7]=[CH:6][C:5]([S:8]([N:11]2[CH2:16][CH2:15][C:14]3=[N:17][NH:18][CH:19]=[C:13]3[CH:12]2[CH2:20][OH:21])(=[O:10])=[O:9])=[CH:4][CH:3]=1.C([O-])(O)=O.[Na+].CC(OI1(OC(C)=O)(OC(C)=O)OC(=O)C2C=CC=CC1=2)=O>C(Cl)Cl>[Cl:1][C:2]1[CH:3]=[CH:4][C:5]([S:8]([N:11]2[CH2:16][CH2:15][C:14]3=[N:17][NH:18][CH:19]=[C:13]3[CH:12]2[CH:20]=[O:21])(=[O:9])=[O:10])=[CH:6][CH:7]=1 |f:1.2|. Procedure details: Compound 78 (0.50 g, 1.5 mmol) was dissolved in CH2Cl2 (5 mL). NaHCO3 (0.3 g, 3.6 mmol) was added, followed by Dess-Martin periodinane (0.78 g, 1.8 mmol). The reaction stirred at room temperature for two hours and was quenched with sat. NaHCO3 (10 mL) and 10% w/v sodium bisulfite (10 mL). The mixture was stirred at room temperature for 30 minutes. The reaction mixture was extracted with CH2Cl2 and the combined organic layers were washed with brine. The organic layer was dried over Na2SO4, filter... Procedure details: The procedure is as in Example 2, starting with diethyl 5-allylthio-2-dimethylamino-2,4-hexadienedioate (5.1 g) and 1N aqueous hydrochloric acid solution (24.4 cc) in ethanol (24.4 cc). The mixture is heated to boiling for 3 minutes, and then cooled to a temperature in the region of 20° C. After purification by chromatography on a silica column with a mixture of cyclohexane and ethyl acetate (75:25 by volume) as eluent, diethyl 5-allylthio-2-hydroxy-2,4-hexadienedioate (2.3 g) is obtained in the... Conditions: temperature 20 celsius, time 3 minute. Yields the product C(C=C)SC(=CC=C(C(=O)OCC)O)C(=O)OCC (diethyl 5-allylthio-2-hydroxy-2,4-hexadienedioate). The reactants are C(C=C)SC(=CC=C(C(=O)OCC)N(C)C)C(=O)OCC (diethyl 5-allylthio-2-dimethylamino-2,4-hexadienedioate), Cl (hydrochloric acid), C(C)O (ethanol). As a reaction SMILES: [CH2:1]([S:4][C:5]([C:17]([O:19][CH2:20][CH3:21])=[O:18])=[CH:6][CH:7]=[C:8](N(C)C)[C:9]([O:11][CH2:12][CH3:13])=[O:10])[CH:2]=[CH2:3].Cl.C([OH:25])C>>[CH2:1]([S:4][C:5]([C:17]([O:19][CH2:20][CH3:21])=[O:18])=[CH:6][CH:7]=[C:8]([OH:25])[C:9]([O:11][CH2:12][CH3:13])=[O:10])[CH:2]=[CH2:3].